From a dataset of the Open Reaction Database (ORD), a public repository of structured organic reaction records. describe an organic reaction: reactants, conditions, products, and yield The reactants are Cl (HCl), CC([C@@H](C(=O)N[C@H]([C@H](C[C@H](CC1=CC=C(C=C1)C1=NC(=CC=C1)OC)NC(OCC1=CC=CC=C1)=O)O)CC1=CC=CC=C1)N1C(N(CC1)CC1=NC(=CC=C1)C)=O)(C)C (benzyl(1S,3S,4S)-4-[((2S)-3,3-dimethyl-2-{3-[(6-methyl-2-pyridinyl)methyl]-2-oxo-1-imidazolidinyl}butanoyl)amino]-3-hydroxy-1-[4-(6-methoxy-2-pyridinyl)benzyl]-5-phenylpentylcarbamate). Reagents/catalysts: [Pd] (Pd on carbon). The solvent is CO (methanol). Run at temperature 25 celsius, time 16 hour. Product: N[C@H](C[C@@H]([C@H](CC1=CC=CC=C1)NC([C@H](C(C)(C)C)N1C(N(CC1)CC1=NC(=CC=C1)C)=O)=O)O)CC1=CC=C(C=C1)C1=NC(=CC=C1)OC ((2S)-N-{(1S,2S,4S)-4-amino-1-benzyl-2-hydroxy-5-[4-(6-methoxy-2-pyridinyl)phenyl]pentyl}-3,3-dimethyl-2-{3-[(6-methyl-2-pyridinyl)methyl]-2-oxo-1-imidazolidinyl}butanamide), hydrochloride salt. Reaction SMILES: [CH3:1][C:2]([CH3:60])([CH3:59])[C@H:3]([N:45]1[CH2:49][CH2:48][N:47]([CH2:50][C:51]2[CH:56]=[CH:55][CH:54]=[C:53]([CH3:57])[N:52]=2)[C:46]1=[O:58])[C:4]([NH:6][C@@H:7]([CH2:38][C:39]1[CH:44]=[CH:43][CH:42]=[CH:41][CH:40]=1)[C@@H:8]([OH:37])[CH2:9][C@@H:10]([NH:26]C(=O)OCC1C=CC=CC=1)[CH2:11][C:12]1[CH:17]=[CH:16][C:15]([C:18]2[CH:23]=[CH:22][CH:21]=[C:20]([O:24][CH3:25])[N:19]=2)=[CH:14][CH:13]=1)=[O:5].Cl>CO.[Pd]>[NH2:26][C@@H:10]([CH2:11][C:12]1[CH:17]=[CH:16][C:15]([C:18]2[CH:23]=[CH:22][CH:21]=[C:20]([O:24][CH3:25])[N:19]=2)=[CH:14][CH:13]=1)[CH2:9][C@H:8]([OH:37])[C@@H:7]([NH:6][C:4](=[O:5])[C@@H:3]([N:45]1[CH2:49][CH2:48][N:47]([CH2:50][C:51]2[CH:56]=[CH:55][CH:54]=[C:53]([CH3:57])[N:52]=2)[C:46]1=[O:58])[C:2]([CH3:1])([CH3:59])[CH3:60])[CH2:38][C:39]1[CH:44]=[CH:43][CH:42]=[CH:41][CH:40]=1. Procedure: A solution containing the product from Example 113E (0.049 mmol) in methanol (1 mL) was treated with Pd on carbon (0.005 g, 10% Pd by wt.) and HCl solution (0.050 ML, 4N in dioxane), stirred under a hydrogen atmosphere (balloon pressure) at 25° C. for 16 hours, filtered through a bed of celite®, rinsed with methanol, and concentrated to give the title compound as the hydrochloride salt. Starting materials: COc1cc(OC)cc(N2CCNCC2)c1, CCOC(=O)Nc1nc2ccc(Cl)cc2nc1OC. Yields the product COc1cc(OC)cc(N2CCN(C(=O)Nc3nc4ccc(Cl)cc4nc3OC)CC2)c1. As a reaction SMILES: [CH3:20][O:21][c:22]1[cH:23][c:24]([N:30]2[CH2:31][CH2:32][NH:33][CH2:34][CH2:35]2)[cH:25][c:26]([O:28][CH3:29])[cH:27]1.[Cl:1][c:2]1[cH:3][c:4]2[n:5][c:6]([O:18][CH3:19])[c:7]([NH:12][C:13]([O:14][CH2:15][CH3:16])=[O:17])[n:8][c:9]2[cH:10][cH:11]1>>[Cl:1][c:2]1[cH:3][c:4]2[n:5][c:6]([O:18][CH3:19])[c:7]([NH:12][C:13](=[O:17])[N:33]3[CH2:32][CH2:31][N:30]([c:24]4[cH:23][c:22]([O:21][CH3:20])[cH:27][c:26]([O:28][CH3:29])[cH:25]4)[CH2:35][CH2:34]3)[n:8][c:9]2[cH:10][cH:11]1. Reactants: [Si](C)(C)(C(C)(C)C)OCC=1N=CN(C1)C1=C(C=C(C=C1)N1C(O[C@H](C1)COC1=NOC=C1)=O)F (3-(4-(4-t-Butyldimethylsilyloxymethylimidazol-1-yl)-3-fluorophenyl)-5(R)-(isoxazol-3-yloxymethyl)oxazolidin-2-one), [F-].C(CCC)[N+](CCCC)(CCCC)CCCC (tetra-n-butylarnmonium fluoride). Run in O1CCCC1 (tetrahydrofuran). Reaction conditions: time 3 hour. The product is OCC=1N=CN(C1)C1=C(C=C(C=C1)N1C(O[C@H](C1)COC1=NOC=C1)=O)F (3-(4-(4-Hydroxymethylimidazol-1-yl)-3-fluorophenyl)-5(R)-(isoxazol-3-yloxymethyl)oxazolidin-2-one). The yield is 54.5%. As a reaction SMILES: [Si]([O:8][CH2:9][C:10]1[N:11]=[CH:12][N:13]([C:15]2[CH:20]=[CH:19][C:18]([N:21]3[CH2:25][C@H:24]([CH2:26][O:27][C:28]4[CH:32]=[CH:31][O:30][N:29]=4)[O:23][C:22]3=[O:33])=[CH:17][C:16]=2[F:34])[CH:14]=1)(C(C)(C)C)(C)C.[F-].C([N+](CCCC)(CCCC)CCCC)CCC>O1CCCC1>[OH:8][CH2:9][C:10]1[N:11]=[CH:12][N:13]([C:15]2[CH:20]=[CH:19][C:18]([N:21]3[CH2:25][C@H:24]([CH2:26][O:27][C:28]4[CH:32]=[CH:31][O:30][N:29]=4)[O:23][C:22]3=[O:33])=[CH:17][C:16]=2[F:34])[CH:14]=1 |f:1.2|. Reported procedure: 3-(4-(4-t-Butyldimethylsilyloxymethylimidazol-1-yl)-3-fluorophenyl)-5(R)-(isoxazol-3-yloxymethyl)oxazolidin-2-one (0.59 g, 1.2 mmol) in anhydrous tetrahydrofuran (15 ml) was cooled to 0°. A solution of tetra-n-butylarnmonium fluoride (1 M, 5 ml, 5 mmol) was added and the mixture stirred 3 hours as the temperature rose to ambient. The mixture was evaporated to drvness, redissolved in dichloromethane (50 ml), washed with water (3×25 ml), and dried over magnesium sulfate. After filtration and evapo... Starting materials: COC([C@H](CC1=C(C=C(C=C1C)OCC=1N=C(OC1C)C1=CC(=CC=C1)Cl)C)OCC)=O ((S)-3-{4-[2-(3-chloro-phenyl)-5-methyl-oxazol-4-ylmethoxy]-2,6-dimethyl-phenyl}-2-ethoxy-propionic acid methyl ester), [Li+].[OH-] (LiOH). Reported procedure: In analogy to the procedure described in example 1 g], (S)-3-{4-[2-(3-chloro-phenyl)-5-methyl-oxazol-4-ylmethoxy]-2,6-dimethyl-phenyl}-2-ethoxy-propionic acid methyl ester was treated with LiOH to obtain (S)-3-{4-[2-(3-chloro-phenyl)-5-methyl-oxazol-4-ylmethoxy]-2,6-dimethyl-phenyl}-2-ethoxy-propionic acid as colorless solid. Reaction SMILES: C[O:2][C:3](=[O:32])[C@@H:4]([O:29][CH2:30][CH3:31])[CH2:5][C:6]1[C:11]([CH3:12])=[CH:10][C:9]([O:13][CH2:14][C:15]2[N:16]=[C:17]([C:21]3[CH:26]=[CH:25][CH:24]=[C:23]([Cl:27])[CH:22]=3)[O:18][C:19]=2[CH3:20])=[CH:8][C:7]=1[CH3:28].[Li+].[OH-]>>[Cl:27][C:23]1[CH:22]=[C:21]([C:17]2[O:18][C:19]([CH3:20])=[C:15]([CH2:14][O:13][C:9]3[CH:10]=[C:11]([CH3:12])[C:6]([CH2:5][C@H:4]([O:29][CH2:30][CH3:31])[C:3]([OH:32])=[O:2])=[C:7]([CH3:28])[CH:8]=3)[N:16]=2)[CH:26]=[CH:25][CH:24]=1 |f:1.2|. Product: ClC=1C=C(C=CC1)C=1OC(=C(N1)COC1=CC(=C(C(=C1)C)C[C@@H](C(=O)O)OCC)C)C ((S)-3-{4-[2-(3-chloro-phenyl)-5-methyl-oxazol-4-ylmethoxy]-2,6-dimethyl-phenyl}-2-ethoxy-propionic acid). Reactants: Cc1ccc(F)c(N)c1, Cc1ccc(F)c(S(N)(=O)=O)c1, [K+], O=[Mn](=O)(=O)[O-], [Na+], [OH-], O. Yields the product NS(=O)(=O)c1cc(C(=O)O)ccc1F. RXN SMILES: [F:13][c:14]1[cH:15][cH:16][c:17]([CH3:18])[cH:19][c:20]1[NH2:21].[F:1][c:2]1[c:3]([S:9](=[O:10])(=[O:11])[NH2:12])[cH:4][c:5]([CH3:8])[cH:6][cH:7]1.[K+:29].[Mn:24](=[O:25])([O-:26])(=[O:27])=[O:28].[Na+:23].[OH-:22].[OH2:30]>>[F:1][c:2]1[c:3]([S:9](=[O:10])(=[O:11])[NH2:12])[cH:4][c:5]([C:8](=[O:22])[OH:25])[cH:6][cH:7]1. Starting materials: CN(C)C=O, [H-], [Na+], O, C=C(Cn1ccnc1)c1ccccc1O, ClCc1ccc(-c2ccccc2)cc1. The product is C=C(Cn1ccnc1)c1ccccc1OCc1ccc(-c2ccccc2)cc1. As a reaction SMILES: [CH3:33][N:34]([CH3:35])[CH:36]=[O:37].[H-:16].[Na+:17].[OH2:32].[OH:1][c:2]1[c:3]([C:8](=[CH2:9])[CH2:10][n:11]2[cH:12][n:13][cH:14][cH:15]2)[cH:4][cH:5][cH:6][cH:7]1.[c:18]1(-[c:24]2[cH:25][cH:26][c:27]([CH2:28][Cl:29])[cH:30][cH:31]2)[cH:19][cH:20][cH:21][cH:22][cH:23]1>>[O:1]([c:2]1[c:3]([C:8](=[CH2:9])[CH2:10][n:11]2[cH:12][n:13][cH:14][cH:15]2)[cH:4][cH:5][cH:6][cH:7]1)[CH2:28][c:27]1[cH:26][cH:25][c:24](-[c:18]2[cH:19][cH:20][cH:21][cH:22][cH:23]2)[cH:31][cH:30]1. The reactants are CC#N, NC(=O)CNc1ncccc1N, C1CCOC1, O=C(O)c1ccccn1, c1c[n-]cn1. The product is NC(=O)CNc1ncccc1NC(=O)c1ccccn1. RXN SMILES: [CH3:32][C:33]#[N:34].[NH2:10][c:11]1[c:12]([NH:17][CH2:18][C:19](=[O:20])[NH2:21])[n:13][cH:14][cH:15][cH:16]1.[O:27]1[CH2:28][CH2:29][CH2:30][CH2:31]1.[OH:1][C:2](=[O:3])[c:4]1[cH:5][cH:6][cH:7][cH:8][n:9]1.[cH:22]1[n:23][cH:24][n-:25][cH:26]1>>[C:2](=[O:3])([c:4]1[cH:5][cH:6][cH:7][cH:8][n:9]1)[NH:10][c:11]1[c:12]([NH:17][CH2:18][C:19](=[O:20])[NH2:21])[n:13][cH:14][cH:15][cH:16]1.